Task: describe an organic reaction: reactants, conditions, products, and yield. Dataset: the Open Reaction Database (ORD), a public repository of structured organic reaction records Reported procedure: In a second step, a 3-necked reaction flask equipped with a thermometer, Dean Stark condenser, mechanical stirrer, heating mantle and nitrogen inlet, was charged with 60.7 g of the iBMA oligomer solution as prepared above (30 meq.), 8.1 g isostearylacohol (30 meq.) and 138.4 g MIBK. 50 g MIBK/H2O azeotrope was distilled off via the Dean Stark condenser. After replacing the Dean Stark by a normal reflux condenser, the mixture was cooled to 65° C. and 30.3 g MDI (240 meq.) were added. The reaction... Starting materials: CC(=C)C(=O)OC1C[C@H]2CC[C@@]1(C2(C)C)C (iBMA), CC(C)CC(=O)C (MIBK). Product: C(CCCCCCCCCCCCCCC(C)C)O (Isostearylalcohol). As a reaction SMILES: CC(C([O:6][CH:7]1[C@@:12]2(C)[C:13]([CH3:15])(C)[C@H:9]([CH2:10][CH2:11]2)[CH2:8]1)=O)=C.[CH3:17][CH:18]([CH2:20][C:21]([CH3:23])=O)[CH3:19]>>[CH2:7]([OH:6])[CH2:8][CH2:9][CH2:10][CH2:11][CH2:12][CH2:13][CH2:15][CH2:12][CH2:7][CH2:8][CH2:9][CH2:23][CH2:21][CH2:20][CH:18]([CH3:19])[CH3:17]. Run at temperature 65 celsius. The reactants are C(=O)(O)[O-].[Na+] (NaHCO3), FC(C1=C2C=CNC2=CC=C1C#N)(F)F (4-(trifluoromethyl)-1H-indole-5-carbonitrile), CC(=O)[O-].[Na+] (NaOAc), NO.Cl (H2NOH HCl), CN(C)C=O (DMF). Solvent: O (H2O). Reaction conditions: time 15 hour. Yields the product hexanes CH2Cl2, C(#N)C=1C(=C2C=CN(C2=CC1)CC(NO)=N)C(F)(F)F (2-[5-Cyano-4-(trifluoromethyl)-1H-indol-1-yl]-N-hydroxyethanimidamide). Reaction SMILES: [F:1][C:2]([F:15])([F:14])[C:3]1[C:11]([C:12]#[N:13])=[CH:10][CH:9]=[C:8]2[C:4]=1[CH:5]=[CH:6][NH:7]2.[CH3:16][C:17]([O-])=O.[Na+].[NH2:21][OH:22].Cl.C([O-])(O)=O.[Na+].C[N:30](C=O)C>O>[C:12]([C:11]1[C:3]([C:2]([F:14])([F:1])[F:15])=[C:4]2[C:8](=[CH:9][CH:10]=1)[N:7]([CH2:16][C:17](=[NH:30])[NH:21][OH:22])[CH:6]=[CH:5]2)#[N:13] |f:1.2,3.4,5.6|. Procedure: To 4-(trifluoromethyl)-1H-indole-5-carbonitrile (0.210 g, 0.85 mmol) in DMF (15 mL), was added NaOAc/3H2O (0.346 g, 2.54 mmol) and H2NOH/HCl (0.176 g, 2.54 mmol). The resulting mixture was stirred at rt for 15 h. H2O (30 mL) and sat'd aqueous NaHCO3 (45 mL) were added to the reaction mixture. Extraction with Et2O (3×50 mL) was followed by washing with brine, drying (Na2SO4), filtration, and concentration in vacuo. Trituration with hexanes/CH2Cl2 afforded 0.282 g of the title compound in good pur... Reactants: NCC1=C(C(=CC(=C1)C(C)(C)C)I)O (2-aminomethyl-4-(1,1-dimethylethyl)-6-iodophenol), CN1CCC(CC1)=O (1-methyl-4-piperidone), C(C)(=O)O (acetic acid). Solvent: C1=CC=CC=C1 (benzene). Product: CC(C)(C)C=1C=C(C2=C(CNC3(CCN(CC3)C)O2)C1)I (3,4-dihydro-6-(1,1-dimethylethyl)-8-iodo-1'-methylspiro[2H-1,3-benzoxazin-2,4'-piperidine]). Isolated yield 57.5%. Reaction SMILES: [NH2:1][CH2:2][C:3]1[CH:8]=[C:7]([C:9]([CH3:12])([CH3:11])[CH3:10])[CH:6]=[C:5]([I:13])[C:4]=1[OH:14].[CH3:15][N:16]1[CH2:21][CH2:20][C:19](=O)[CH2:18][CH2:17]1.C(O)(=O)C>C1C=CC=CC=1>[CH3:12][C:9]([C:7]1[CH:6]=[C:5]([I:13])[C:4]2[O:14][C:19]3([CH2:20][CH2:21][N:16]([CH3:15])[CH2:17][CH2:18]3)[NH:1][CH2:2][C:3]=2[CH:8]=1)([CH3:11])[CH3:10]. Reported procedure: A mixture of 2-aminomethyl-4-(1,1-dimethylethyl)-6-iodophenol (6.0 g., 0.02 mole), 1-methyl-4-piperidone (2.24 g., 0.02 mole), acetic acid (2 ml.) and benzene (100 ml.) is refluxed under a Dean-Stark trap for 4 hrs. The clear yellow solution then is washed with 2% sodium hydroxide solution, water and salt brine and dried (MgSO4). The residue that remains after evaporation of the benzene is crystallized from ethanol to obtain 3,4-dihydro-6-(1,1-dimethylethyl)-8-iodo-1'-methylspiro[2H-1,3-benzoxaz... Reactants: CC(=O)O, O=C1CCC(=O)N1Cl, CCOC(=O)c1cc(-c2ccc(C(F)(F)F)cc2)on1. The product is CCOC(=O)c1noc(-c2ccc(C(F)(F)F)cc2)c1Cl. As a reaction SMILES: [CH3:29][C:30](=[O:31])[OH:32].[Cl:21][N:22]1[C:23](=[O:24])[CH2:25][CH2:26][C:27]1=[O:28].[F:1][C:2]([c:3]1[cH:4][cH:5][c:6](-[c:9]2[cH:10][c:11]([C:14](=[O:15])[O:16][CH2:17][CH3:18])[n:12][o:13]2)[cH:7][cH:8]1)([F:19])[F:20]>>[F:1][C:2]([c:3]1[cH:4][cH:5][c:6](-[c:9]2[c:10]([Cl:21])[c:11]([C:14](=[O:15])[O:16][CH2:17][CH3:18])[n:12][o:13]2)[cH:7][cH:8]1)([F:19])[F:20].